From a dataset of the Open Reaction Database (ORD), a public repository of structured organic reaction records. describe an organic reaction: reactants, conditions, products, and yield Reactants: C(C)(C)(C)OC(N(C)CC[C@@H]1CC[C@H](CC1)CCO)=O (trans-{2-[4-(2-hydroxy-ethyl)-cyclohexyl]-ethyl}-methyl-carbamic acid tert-butyl ester), CS(=O)(=O)Cl (methanesulfonyl chloride). Product: C(C)(C)(C)OC(=O)N(CC[C@@H]1CC[C@H](CC1)CCOS(=O)(=O)C)C (trans-methanesulfonic acid 2-{4-[2-(tert-butoxycarbonyl-methyl-amino)-ethyl]-cyclohexyl}-ethyl ester). Reaction SMILES: [C:1]([O:5][C:6](=[O:20])[N:7]([CH2:9][CH2:10][C@H:11]1[CH2:16][CH2:15][C@H:14]([CH2:17][CH2:18][OH:19])[CH2:13][CH2:12]1)[CH3:8])([CH3:4])([CH3:3])[CH3:2].[CH3:21][S:22](Cl)(=[O:24])=[O:23]>>[C:1]([O:5][C:6]([N:7]([CH3:8])[CH2:9][CH2:10][C@H:11]1[CH2:12][CH2:13][C@H:14]([CH2:17][CH2:18][O:19][S:22]([CH3:21])(=[O:24])=[O:23])[CH2:15][CH2:16]1)=[O:20])([CH3:3])([CH3:2])[CH3:4]. Reported procedure: In analogy to the procedures described in examples 11.13, 11.14 and 11.15, trans-{2-[4-(2-hydroxy-ethyl)-cyclohexyl]-ethyl}-methyl-carbamic acid tert-butyl ester was reacted with methanesulfonyl chloride to give trans-methanesulfonic acid 2-{4-[2-(tert-butoxycarbonyl-methyl-amino)-ethyl]-cyclohexyl}-ethyl ester, which was subsequently treated with 4N hydrogen chloride in dioxan to yield trans-methanesulfonic acid 2-[4-(2-methylamino-ethyl)-cyclohexyl]-ethyl ester HCl salt as colorless solid; tre... Reactants: C(C)N(C=1C=C(C(=O)O)C=C(N1)C)CC (2-(diethylamino)-6-methyl-isonicotinic acid), C(C)(C)(C)OC(CCC1=C(C=C(C=C1C)C(NO)=N)CC)=O (3-[2-ethyl-4-(N-hydroxycarbamimidoyl)-6-methyl-phenyl]-propionic acid tert-butyl ester). The product is C(C)N(C1=NC(=CC(=C1)C1=NC(=NO1)C1=CC(=C(C(=C1)C)CCC(=O)O)CC)C)CC (3-{4-[5-(2-Diethylamino-6-methyl-pyridin-4-yl)-[1,2,4]oxadiazol-3-yl]-2-ethyl-6-methyl-phenyl}-propionic acid). As a reaction SMILES: [CH2:1]([N:3]([CH2:14][CH3:15])[C:4]1[CH:5]=[C:6]([CH:10]=[C:11]([CH3:13])[N:12]=1)[C:7]([OH:9])=O)[CH3:2].C([O:20][C:21](=[O:37])[CH2:22][CH2:23][C:24]1[C:29]([CH3:30])=[CH:28][C:27]([C:31](=[NH:34])[NH:32]O)=[CH:26][C:25]=1[CH2:35][CH3:36])(C)(C)C>>[CH2:14]([N:3]([CH2:1][CH3:2])[C:4]1[CH:5]=[C:6]([C:7]2[O:9][N:34]=[C:31]([C:27]3[CH:28]=[C:29]([CH3:30])[C:24]([CH2:23][CH2:22][C:21]([OH:37])=[O:20])=[C:25]([CH2:35][CH3:36])[CH:26]=3)[N:32]=2)[CH:10]=[C:11]([CH3:13])[N:12]=1)[CH3:15]. Reported procedure: The title compound is prepared in analogy to Example 8 starting from 2-(diethylamino)-6-methyl-isonicotinic acid and 3-[2-ethyl-4-(N-hydroxycarbamimidoyl)-6-methyl-phenyl]-propionic acid tert-butyl ester; LC-MS: tR=0.88 min; [M+1]+=423.17. Reactants: C(=O)(Cl)Cl (Phosgene), NC=1C=C(C=CC1)SC (m-Aminothioanisole), C(=O)(Cl)Cl (phosgene). Solvent: C(OC)COC (dimethoxyethane), C(OC)COC (dimethoxyethane). Yields the product CSC=1C=C(C=CC1)N=C=O (m-methylthiophenyl isocyanate). RXN SMILES: [NH2:1][C:2]1[CH:3]=[C:4]([S:8][CH3:9])[CH:5]=[CH:6][CH:7]=1.[C:10](Cl)(Cl)=[O:11]>C(COC)OC>[CH3:9][S:8][C:4]1[CH:3]=[C:2]([N:1]=[C:10]=[O:11])[CH:7]=[CH:6][CH:5]=1. Procedure: m-Aminothioanisole (27.8 g., 0.2 mole) in 100 ml dry dimethoxyethane is added to a saturated solution of phosgene in 200 ml dry dimethoxyethane. Phosgene is passed into the refluxing mixture for a further 4 hr. and then the mixture is heated under nitrogen for 21 hours. Solvent is removed in vacuo to afford m-methylthiophenyl isocyanate as an amber oil which is dissolved in benzene for use in the next step. RXN SMILES: [CH2:1]([C@@:4]1([C:27]2[CH:32]=[CH:31][C:30]([F:33])=[CH:29][CH:28]=2)[O:9][C:8](=[O:10])[N:7]([C@H:11]2[CH2:16][CH2:15][CH2:14][N:13]([C:17]([O:19][CH2:20][C:21]3[CH:26]=[CH:25][CH:24]=[CH:23][CH:22]=3)=[O:18])[CH2:12]2)[CH2:6][CH2:5]1)[CH:2]=[CH2:3].C1C[O:37]CC1>>[F:33][C:30]1[CH:29]=[CH:28][C:27]([C@:4]2([CH2:1][CH2:2][CH2:3][OH:37])[O:9][C:8](=[O:10])[N:7]([C@H:11]3[CH2:16][CH2:15][CH2:14][N:13]([C:17]([O:19][CH2:20][C:21]4[CH:22]=[CH:23][CH:24]=[CH:25][CH:26]=4)=[O:18])[CH2:12]3)[CH2:6][CH2:5]2)=[CH:32][CH:31]=1. The product is FC1=CC=C(C=C1)[C@]1(CCN(C(O1)=O)[C@@H]1CN(CCC1)C(=O)OCC1=CC=CC=C1)CCCO ((S)-benzyl 3-((R)-6-(4-fluorophenyl)-6-(3-hydroxypropyl)-2-oxo-1,3-oxazinan-3-yl)piperidine-1-carboxylate). Procedure: To a solution of (S)-benzyl 3-((R)-6-allyl-6-(4-fluorophenyl)-2-oxo-1,3-oxazinan-3-yl)piperidine-1-carboxylate (78 mg, 0.17 mmol) in THF (3 mL) was added BH3 THF (0.5 mL, 1 mol/L) at 0° C. under nitrogen atmosphere. The formed mixture was stirred for 2 h. The reaction was quenched with water. Then aqueous NaOH solution (3 mol/L, 0.2 mL) and H2O2 (30%, 0.4 mL) was added to the above mixture. The resulting mixture was stirred for 1.5 h. The mixture was extracted with EtOAc, and the combined organi... Yield: 20.0%. Reactants: C(C=C)[C@@]1(CCN(C(O1)=O)[C@@H]1CN(CCC1)C(=O)OCC1=CC=CC=C1)C1=CC=C(C=C1)F ((S)-benzyl 3-((R)-6-allyl-6-(4-fluorophenyl)-2-oxo-1,3-oxazinan-3-yl)piperidine-1-carboxylate), C1CCOC1 (THF), C1CCOC1 (THF). Run at time 2 hour. Reactants: CS(=O)(=O)c1ccc(Oc2cc(OC3CCOCC3)c3[nH]c(C(N)=O)cc3c2)cn1, COc1ccc(P2(=S)SP(=S)(c3ccc(OC)cc3)S2)cc1, C1CCOC1. Product: CS(=O)(=O)c1ccc(Oc2cc(OC3CCOCC3)c3[nH]c(C(N)=S)cc3c2)cn1. RXN SMILES: [CH3:1][S:2](=[O:3])(=[O:4])[c:5]1[cH:6][cH:7][c:8]([O:11][c:12]2[cH:13][c:14]3[cH:15][c:16]([C:28](=[O:29])[NH2:30])[nH:17][c:18]3[c:19]([O:21][CH:22]3[CH2:23][CH2:24][O:25][CH2:26][CH2:27]3)[cH:20]2)[cH:9][n:10]1.[CH3:31][O:32][c:33]1[cH:34][cH:35][c:36]([P:37]2(=[S:40])[S:38][P:39]([c:41]3[cH:42][cH:43][c:44]([O:45][CH3:46])[cH:47][cH:48]3)(=[S:49])[S:50]2)[cH:51][cH:52]1.[O:53]1[CH2:54][CH2:55][CH2:56][CH2:57]1>>[CH3:1][S:2](=[O:3])(=[O:4])[c:5]1[cH:6][cH:7][c:8]([O:11][c:12]2[cH:13][c:14]3[cH:15][c:16]([C:28]([NH2:30])=[S:40])[nH:17][c:18]3[c:19]([O:21][CH:22]3[CH2:23][CH2:24][O:25][CH2:26][CH2:27]3)[cH:20]2)[cH:9][n:10]1.